From a dataset of the Open Reaction Database (ORD), a public repository of structured organic reaction records. describe an organic reaction: reactants, conditions, products, and yield The reactants are O=C1CC2(CCN(Cc3ccccc3)CC2)c2ccccc21, CC(=O)[O-], CCOC(C)=O, CCO, Cl, NO, [Na+]. Yields the product ON=C1CC2(CCN(Cc3ccccc3)CC2)c2ccccc21. RXN SMILES: [CH2:1]([c:2]1[cH:3][cH:4][cH:5][cH:6][cH:7]1)[N:8]1[CH2:9][CH2:10][C:11]2([CH2:12][C:13](=[O:20])[c:14]3[cH:15][cH:16][cH:17][cH:18][c:19]32)[CH2:21][CH2:22]1.[CH3:27][C:28](=[O:29])[O-:30].[CH3:31][CH2:32][O:33][C:34]([CH3:35])=[O:36].[CH3:37][CH2:38][OH:39].[ClH:23].[NH2:24][OH:25].[Na+:26]>>[CH2:1]([c:2]1[cH:3][cH:4][cH:5][cH:6][cH:7]1)[N:8]1[CH2:9][CH2:10][C:11]2([CH2:12][C:13](=[N:24][OH:25])[c:14]3[cH:15][cH:16][cH:17][cH:18][c:19]32)[CH2:21][CH2:22]1. Starting materials: C([O-])([O-])=O.[Cs+].[Cs+] (Cesium carbonate), [Si](C)(C)(C(C)(C)C)OC[C@@H]1[C@@H](C(N1)=O)NC(C1=CC=CC=C1)(C1=CC=CC=C1)C1=CC=CC=C1 ((3S,4S)-4-t-Butyldimethylsilyloxymethyl-3-tritylaminoazetidinone), BrCC(=O)OCC1=CC=C(C=C1)OC (4-Methoxybenzyl bromoacetate). Run in C(C)#N (acetonitrile), CN(C=O)C (dimethylformamide). Run at time 48 hour. The product is [Si](C)(C)(C(C)(C)C)OC[C@@H]1[C@@H](C(N1CC(=O)OCC1=CC=C(C=C1)OC)=O)NC(C1=CC=CC=C1)(C1=CC=CC=C1)C1=CC=CC=C1 (4-Methoxybenzyl 2-[(3S,4S )-4-t-Butyldimethylsilyloxymethyl-2-oxo-3-tritylaminoazetidin-1-yl]acetate). Yield: 114.7%. RXN SMILES: C(=O)([O-])[O-].[Cs+].[Cs+].[Si:7]([O:14][CH2:15][C@H:16]1[NH:19][C:18](=[O:20])[C@H:17]1[NH:21][C:22]([C:35]1[CH:40]=[CH:39][CH:38]=[CH:37][CH:36]=1)([C:29]1[CH:34]=[CH:33][CH:32]=[CH:31][CH:30]=1)[C:23]1[CH:28]=[CH:27][CH:26]=[CH:25][CH:24]=1)([C:10]([CH3:13])([CH3:12])[CH3:11])([CH3:9])[CH3:8].Br[CH2:42][C:43]([O:45][CH2:46][C:47]1[CH:52]=[CH:51][C:50]([O:53][CH3:54])=[CH:49][CH:48]=1)=[O:44]>C(#N)C.CN(C)C=O>[Si:7]([O:14][CH2:15][C@H:16]1[N:19]([CH2:42][C:43]([O:45][CH2:46][C:47]2[CH:48]=[CH:49][C:50]([O:53][CH3:54])=[CH:51][CH:52]=2)=[O:44])[C:18](=[O:20])[C@H:17]1[NH:21][C:22]([C:35]1[CH:36]=[CH:37][CH:38]=[CH:39][CH:40]=1)([C:29]1[CH:30]=[CH:31][CH:32]=[CH:33][CH:34]=1)[C:23]1[CH:24]=[CH:25][CH:26]=[CH:27][CH:28]=1)([C:10]([CH3:13])([CH3:12])[CH3:11])([CH3:9])[CH3:8] |f:0.1.2|. Reported procedure: Cesium carbonate (1.58 g) was added to a stirred solution of (3S,4S)-4-t-butyldimethylsilyloxymethyl-3-tritylaminoazetidin-2-one (1.45 g) (IV) (H. Mastalerz et al., J. Med. Chem., 1988, 31, 1190-1196) in a mixture of acetonitrile (44 ml) and dimethylformamide (35 ml). 4-Methoxybenzyl bromoacetate (1.44 g) was then added and the mixture stirred at room temperature for 48 h. The mixture was then partitioned between ethyl acetate and water, the organic phase was washed four times with water, and th... Reactants: FC1=C(C=CC(=C1)F)C1=CC(=CC(=C1)N1C=NC2=C1C=CC(=C2)C=2N=NN(C2)C2CCN(CC2)C)NC(C)=O (N-(2′,4′-difluoro-5-(5-(1-(1-methylpiperidin-4-yl)-1H-1,2,3-triazol-4-yl)-1H-benzo[d]imidazol-1-yl)-[1,1′-biphenyl]-3-yl)acetamide), C1(CC1)S(=O)(=O)Cl (cyclopropane sulfonyl chloride). Product: FC1=C(C=CC(=C1)F)C1=CC(=CC(=C1)N1C=NC2=C1C=CC(=C2)C=2N=NN(C2)C2CCN(CC2)C)NS(=O)(=O)C2CC2 (N-(2′,4′-difluoro-5-(5-(1-(1-methylpiperidin-4-yl)-1H-1,2,3-triazol-4-yl)-1H-benzo[d]imidazol-1-yl)-[1,1′-biphenyl]-3-yl)cyclopropanesulfonamide). Reaction SMILES: [F:1][C:2]1[CH:7]=[C:6]([F:8])[CH:5]=[CH:4][C:3]=1[C:9]1[CH:14]=[C:13]([N:15]2[C:19]3[CH:20]=[CH:21][C:22]([C:24]4[N:25]=[N:26][N:27]([CH:29]5[CH2:34][CH2:33][N:32]([CH3:35])[CH2:31][CH2:30]5)[CH:28]=4)=[CH:23][C:18]=3[N:17]=[CH:16]2)[CH:12]=[C:11]([NH:36]C(=O)C)[CH:10]=1.[CH:40]1([S:43](Cl)(=[O:45])=[O:44])[CH2:42][CH2:41]1>>[F:1][C:2]1[CH:7]=[C:6]([F:8])[CH:5]=[CH:4][C:3]=1[C:9]1[CH:14]=[C:13]([N:15]2[C:19]3[CH:20]=[CH:21][C:22]([C:24]4[N:25]=[N:26][N:27]([CH:29]5[CH2:34][CH2:33][N:32]([CH3:35])[CH2:31][CH2:30]5)[CH:28]=4)=[CH:23][C:18]=3[N:17]=[CH:16]2)[CH:12]=[C:11]([NH:36][S:43]([CH:40]2[CH2:42][CH2:41]2)(=[O:45])=[O:44])[CH:10]=1. Procedure: The compound was prepared from the compound of Example 164 using the procedures of Example 165 and cyclopropane sulfonyl chloride. LC-MS (ESI): Calculated mass: 553.61; Observed mass: 554.2 [M+H]+ (rt: 0.57 min). Run in O1CCCC1 (tetrahydrofuran), NN (hydrazine), O1CCCC1 (tetrahydrofuran). Conditions: time 5 minute. Reactants: COC1=CC=C(CN2N=C(C=C2)[N+](=O)[O-])C=C1 (1-(4-methoxy-benzyl)-3-nitro-1H-pyrazole). Product: COC1=CC=C(CN2N=C(C=C2)N)C=C1 (1-(4-methoxy-benzyl)-1H-pyrazol-3-ylamine). Reaction SMILES: [CH3:1][O:2][C:3]1[CH:17]=[CH:16][C:6]([CH2:7][N:8]2[CH:12]=[CH:11][C:10]([N+:13]([O-])=O)=[N:9]2)=[CH:5][CH:4]=1>O1CCCC1.NN.[Ni]>[CH3:1][O:2][C:3]1[CH:4]=[CH:5][C:6]([CH2:7][N:8]2[CH:12]=[CH:11][C:10]([NH2:13])=[N:9]2)=[CH:16][CH:17]=1. Reagents/catalysts: [Ni] (Raney nickel). Reported procedure: To a solution containing 1-(4-methoxy-benzyl)-3-nitro-1H-pyrazole (99 mg, 0.42 mmol) in tetrahydrofuran (2 mL), anhydrous hydrazine (100 μL) was added to the clear solution. Raney nickel (˜100 mg washed 3 times with 5 mL of anhydrous tetrahydrofuran) was then added in tetrahydrofuran (300 μL). Gas evolved from the mixture and the reaction was allowed to proceed for 5 min, after which time the raney nickel was removed by filtration through a celite plug. The solvent was removed in vacuo to afford... Starting materials: CCO, O=CO, O=C[O-], [NH4+], O=C(OCc1ccccc1)N1CCN2C(=O)COCC2C1. Product: O=C1COCC2CNCCN12. Reaction SMILES: [CH3:29][CH2:30][OH:31].[CH:22]([OH:23])=[O:24].[CH:25]([O-:26])=[O:27].[NH4+:28].[O:1]=[C:2]1[N:3]2[CH:4]([CH2:5][O:6][CH2:7]1)[CH2:8][N:9]([C:12]([O:13][CH2:14][c:15]1[cH:16][cH:17][cH:18][cH:19][cH:20]1)=[O:21])[CH2:10][CH2:11]2>>[O:1]=[C:2]1[N:3]2[CH:4]([CH2:5][O:6][CH2:7]1)[CH2:8][NH:9][CH2:10][CH2:11]2. Reactants: CCCS(=O)(=O)Nc1ccc(F)c(C(=O)c2c[nH]c3ncc(C(=O)OC)cc23)c1F, Cl, [Li+], C1CCOC1, [OH-], O. Product: CCCS(=O)(=O)Nc1ccc(F)c(C(=O)c2c[nH]c3ncc(C(=O)O)cc23)c1F. Reaction SMILES: [CH3:1][O:2][C:3](=[O:4])[c:5]1[cH:6][c:7]2[c:8]([n:9][cH:10]1)[nH:11][cH:12][c:13]2[C:14]([c:15]1[c:16]([F:29])[c:17]([NH:22][S:23](=[O:24])(=[O:25])[CH2:26][CH2:27][CH3:28])[cH:18][cH:19][c:20]1[F:21])=[O:30].[ClH:34].[Li+:32].[O:35]1[CH2:36][CH2:37][CH2:38][CH2:39]1.[OH-:33].[OH2:31]>>[O:2]=[C:3]([OH:4])[c:5]1[cH:6][c:7]2[c:8]([n:9][cH:10]1)[nH:11][cH:12][c:13]2[C:14]([c:15]1[c:16]([F:29])[c:17]([NH:22][S:23](=[O:24])(=[O:25])[CH2:26][CH2:27][CH3:28])[cH:18][cH:19][c:20]1[F:21])=[O:30].